From a dataset of the Open Reaction Database (ORD), a public repository of structured organic reaction records. describe an organic reaction: reactants, conditions, products, and yield The reactants are O (water), ClC(=O)OCC(Cl)(Cl)Cl (2,2,2-trichloroethyl chloroformate), C([O-])([O-])=O.[Na+].[Na+] (sodium carbonate), FCC(C)(CF)C=1C=C(N(N1)C1=CC=C(C=C1)C)N (5-(2-fluoro-1-fluoromethyl-1-methyl-ethyl)-2-p-tolyl-2H-pyrazol-3-ylamine). Run in C1CCOC1 (THF). Conditions: time 24 hour. The product is ClC(COC(NC=1N(N=C(C1)C(CF)(C)CF)C1=CC=C(C=C1)C)=O)(Cl)Cl ([5-(2-fluoro-1-fluoromethyl-1-methyl-ethyl)-2-p-tolyl-2H-pyrazol-3-yl]-carbamic acid 2,2,2-trichloro-ethyl ester). Reaction SMILES: Cl[C:2]([O:4][CH2:5][C:6]([Cl:9])([Cl:8])[Cl:7])=[O:3].C(=O)([O-])[O-].[Na+].[Na+].[F:16][CH2:17][C:18]([C:22]1[CH:23]=[C:24]([NH2:34])[N:25]([C:27]2[CH:32]=[CH:31][C:30]([CH3:33])=[CH:29][CH:28]=2)[N:26]=1)([CH2:20][F:21])[CH3:19].O>C1COCC1>[Cl:7][C:6]([Cl:9])([Cl:8])[CH2:5][O:4][C:2](=[O:3])[NH:34][C:24]1[N:25]([C:27]2[CH:28]=[CH:29][C:30]([CH3:33])=[CH:31][CH:32]=2)[N:26]=[C:22]([C:18]([CH2:17][F:16])([CH3:19])[CH2:20][F:21])[CH:23]=1 |f:1.2.3|. Procedure: Add 2,2,2-trichloroethyl chloroformate (8.1 mmol, 1.1 mL) and aqueous sodium carbonate solution (4.8 mL) over a solution of 5-(2-fluoro-1-fluoromethyl-1-methyl-ethyl)-2-p-tolyl-2H-pyrazol-3-ylamine (7.3 mmol, 1.9 g) in 37 mL of THF. Stir for 24 hours. Pour the solution over water and extract in ethyl acetate. Combine organic layers and wash with saturated aq. sodium chloride. Dry over sodium sulfate, filter, and concentrate under reduced pressure to give [5-(2-fluoro-1-fluoromethyl-1-methyl-ethy... The reactants are C1=CC(=CC=C1[N+](=O)[O-])O (p-nitrophenol), C1(=CC=CC=C1)O (phenol). Product: [N+](=O)([O-])C1=CC=C(OCC2=NC3=CC=CC=C3C=C2)C=C1 (2-(p-Nitrophenoxymethyl) quinoline). As a reaction SMILES: [CH:1]1[C:6]([N+:7]([O-:9])=[O:8])=[CH:5][CH:4]=[C:3]([OH:10])[CH:2]=1.[C:11]1(O)[CH:16]=[CH:15][CH:14]=[CH:13][CH:12]=1>>[N+:7]([C:6]1[CH:5]=[CH:4][C:3]([O:10][CH2:1][C:6]2[CH:5]=[CH:4][C:16]3[C:11](=[CH:12][CH:13]=[CH:14][CH:15]=3)[N:7]=2)=[CH:2][CH:1]=1)([O-:9])=[O:8]. Procedure details: This compound was prepared in an identical manner as described in Example 1, except p-nitrophenol was substituted for phenol, m.p. 142°-143° C. Starting materials: Cc1cc(Br)ccn1, C=Cc1n[nH]c2cc(C3CC34C(=O)Nc3ccccc34)ccc12, CCN(C(C)C)C(C)C, CC(=O)[O-], CC(=O)[O-], CN(C)C=O, [Pd+2]. Yields the product Cc1cc(C=Cc2n[nH]c3cc(C4CC45C(=O)Nc4ccccc45)ccc23)ccn1. RXN SMILES: [Br:24][c:25]1[cH:26][c:27]([CH3:31])[n:28][cH:29][cH:30]1.[CH:1](=[CH2:2])[c:3]1[n:4][nH:5][c:6]2[cH:7][c:8]([CH:12]3[C:13]4([CH2:14]3)[C:15](=[O:23])[NH:16][c:17]3[cH:18][cH:19][cH:20][cH:21][c:22]34)[cH:9][cH:10][c:11]12.[CH:32]([N:33]([CH2:34][CH3:35])[CH:36]([CH3:37])[CH3:38])([CH3:39])[CH3:40].[O-:47][C:48]([CH3:49])=[O:50].[O-:51][C:52]([CH3:53])=[O:54].[O:41]=[CH:42][N:43]([CH3:44])[CH3:45].[Pd+2:46]>>[CH:1](=[CH:2][c:25]1[cH:26][c:27]([CH3:31])[n:28][cH:29][cH:30]1)[c:3]1[n:4][nH:5][c:6]2[cH:7][c:8]([CH:12]3[C:13]4([CH2:14]3)[C:15](=[O:23])[NH:16][c:17]3[cH:18][cH:19][cH:20][cH:21][c:22]34)[cH:9][cH:10][c:11]12. Starting materials: C=CCn1ncc2cc(Br)ccc21, C1CCOC1, CCOCC, B1C2CCCC1CCC2, [Na+], [OH-], O, OO. Product: OCCCn1ncc2cc(Br)ccc21. As a reaction SMILES: [CH2:1]([CH:2]=[CH2:3])[n:4]1[n:5][cH:6][c:7]2[cH:8][c:9]([Br:13])[cH:10][cH:11][c:12]12.[CH2:27]1[O:28][CH2:29][CH2:30][CH2:31]1.[CH3:33][CH2:34][O:35][CH2:36][CH3:37].[CH:14]12[CH2:15][CH2:16][CH2:17][CH:18]([BH:19]1)[CH2:20][CH2:21][CH2:22]2.[Na+:26].[OH-:25].[OH2:32].[OH:23][OH:24]>>[CH2:1]([CH2:2][CH2:3][OH:23])[n:4]1[n:5][cH:6][c:7]2[cH:8][c:9]([Br:13])[cH:10][cH:11][c:12]12. Starting materials: Cc1c(Br)cccc1OCC(=O)OC(C)(C)C, C#CCO, C1CCNC1, [Cl-], [NH4+], c1ccc(P(c2ccccc2)(c2ccccc2)[Pd](P(c2ccccc2)(c2ccccc2)c2ccccc2)(P(c2ccccc2)(c2ccccc2)c2ccccc2)P(c2ccccc2)(c2ccccc2)c2ccccc2)cc1. Yields the product Cc1c(C#CCO)cccc1OCC(=O)OC(C)(C)C. RXN SMILES: [C:5]([CH3:6])([CH3:7])([CH3:8])[O:9][C:10]([CH2:11][O:12][c:13]1[c:14]([CH3:20])[c:15]([Br:19])[cH:16][cH:17][cH:18]1)=[O:21].[CH2:1]([C:2]#[CH:3])[OH:4].[CH2:24]1[CH2:25][NH:26][CH2:27][CH2:28]1.[Cl-:22].[NH4+:23].[cH:29]1[cH:30][cH:31][c:32]([P:33]([Pd:34]([P:35]([c:36]2[cH:37][cH:38][cH:39][cH:40][cH:41]2)([c:42]2[cH:43][cH:44][cH:45][cH:46][cH:47]2)[c:48]2[cH:49][cH:50][cH:51][cH:52][cH:53]2)([P:54]([c:55]2[cH:56][cH:57][cH:58][cH:59][cH:60]2)([c:61]2[cH:62][cH:63][cH:64][cH:65][cH:66]2)[c:67]2[cH:68][cH:69][cH:70][cH:71][cH:72]2)[P:73]([c:74]2[cH:75][cH:76][cH:77][cH:78][cH:79]2)([c:80]2[cH:81][cH:82][cH:83][cH:84][cH:85]2)[c:86]2[cH:87][cH:88][cH:89][cH:90][cH:91]2)([c:92]2[cH:93][cH:94][cH:95][cH:96][cH:97]2)[c:98]2[cH:99][cH:100][cH:101][cH:102][cH:103]2)[cH:104][cH:105]1>>[CH2:1]([C:2]#[C:3][c:15]1[c:14]([CH3:20])[c:13]([O:12][CH2:11][C:10]([O:9][C:5]([CH3:6])([CH3:7])[CH3:8])=[O:21])[cH:18][cH:17][cH:16]1)[OH:4]. Starting materials: C1(CCCCCN1)=O (caprolactam), 5-formylvaleric ester, N (ammonia), [H][H] (hydrogen), C(=O)CCCCC(=O)O (5-formylvaleric acid). Run in O (water). Product: NCCCCCC(=O)O (6-aminocaproic acid). As a reaction SMILES: [C:1]1(=[O:8])[NH:7][CH2:6][CH2:5][CH2:4][CH2:3][CH2:2]1.C(CCCCC(O)=O)=[O:10].N.[H][H]>O>[NH2:7][CH2:6][CH2:5][CH2:4][CH2:3][CH2:2][C:1]([OH:8])=[O:10]. Reported procedure: Finally, DE-A-No. 3,602,377 discloses a process for preparing caprolactam wherein the 5-formylvaleric ester is initially hydrolyzed with water in the presence of a catalyst from 30° to 200° C. to 5-formylvaleric acid which is reacted with ammonia and hydrogen in the presence of a solvent and hydrogenation catalyst under a superatmospheric pressure at from 50° to 150° C. to give 6-aminocaproic acid, the ammonia and the catalyst are separated off, and the resulting solution of 6-aminocaproic acid ...